Dataset: the Open Reaction Database (ORD), a public repository of structured organic reaction records. Task: describe an organic reaction: reactants, conditions, products, and yield Reactants: CC(C(=O)OCC)C1=CC=C(C=C1)C1=CC=C(C=C1)OC (α-methyl-4'-(methoxy)[1,1'-biphenyl]-4-acetic acid, ethyl ester), Br (hydrobromic acid), M-CO2H. Run in C(C)(=O)O (acetic acid). The product is CC(C(=O)O)C1=CC=C(C=C1)C1=CC=C(C=C1)O (α-Methyl-4'-(hydroxy)[1,1'-biphenyl]-4-acetic acid). As a reaction SMILES: [CH3:1][CH:2]([C:8]1[CH:13]=[CH:12][C:11]([C:14]2[CH:19]=[CH:18][C:17]([O:20]C)=[CH:16][CH:15]=2)=[CH:10][CH:9]=1)[C:3]([O:5]CC)=[O:4].Br>C(O)(=O)C>[CH3:1][CH:2]([C:8]1[CH:13]=[CH:12][C:11]([C:14]2[CH:15]=[CH:16][C:17]([OH:20])=[CH:18][CH:19]=2)=[CH:10][CH:9]=1)[C:3]([OH:5])=[O:4]. Reported procedure: A mixture containing α-methyl-4'-(methoxy)[1,1'-biphenyl]-4-acetic acid, ethyl ester (22.0 g, 77.4 mmol), acetic acid (400 mL) and 48% hydrobromic acid (80 mL) is refluxed for 18 hours. The solution is concentrated under reduced pressure to one-third the volume and the product crystallizes from the solution. The solid is filtered and dried to give a quantitative yield. A portion of this material is recrystallized from acetonitrile and a white solid is obtained, m.p. 205°-206° C. MS (EI m/z): 242... Reactants: C1(=CC=CC=C1)C (toluene), FC1=CC=C(C=C1)C1=NOC(=C1)CNC1=C(C=NC2=CC=CN=C12)[N+](=O)[O-] (N-{[3-(4-fluorophenyl)isoxazol-5-yl]methyl}-3-nitro[1,5]naphthyridin-4-amine), C1(=CC=CC=C1)C (toluene). The reagents and catalysts are [Pt] (platinum on carbon). Run in C(C)(C)O (isopropanol). Product: FC1=CC=C(C=C1)C1=NOC(=C1)CNC1=C(C=NC2=CC=CN=C12)N (N4-{[3-(4-fluorophenyl)isoxazol-5-yl]methyl}[1,5]naphthyridine-3,4-diamine). As a reaction SMILES: C1(C)C=CC=CC=1.[F:8][C:9]1[CH:14]=[CH:13][C:12]([C:15]2[CH:19]=[C:18]([CH2:20][NH:21][C:22]3[C:31]4[C:26](=[CH:27][CH:28]=[CH:29][N:30]=4)[N:25]=[CH:24][C:23]=3[N+:32]([O-])=O)[O:17][N:16]=2)=[CH:11][CH:10]=1>[Pt].C(O)(C)C>[F:8][C:9]1[CH:10]=[CH:11][C:12]([C:15]2[CH:19]=[C:18]([CH2:20][NH:21][C:22]3[C:31]4[C:26](=[CH:27][CH:28]=[CH:29][N:30]=4)[N:25]=[CH:24][C:23]=3[NH2:32])[O:17][N:16]=2)=[CH:13][CH:14]=1. Procedure: A Parr vessel was charged with 5% platinum on carbon (0.12 g), purged with nitrogen, and then charged sequentially with toluene (2 mL), N-{[3-(4-fluorophenyl)isoxazol-5-yl]methyl}-3-nitro[1,5]naphthyridin-4-amine (6.00 g, 16.4 mmol), toluene (73 mL), and isopropanol (5 mL). The vessel was purged with hydrogen three times and then placed under hydrogen pressure (50 psi, 3.4×105 Pa) for 16 hours. An analysis by high-performance liquid chromatography (HPLC) indicated the presence of starting materi... The reactants are C(=O)(O)[O-].[Na+] (NaHCO3), N1C(CCC1)CO (2-Pyrrolidinemethanol), C(C1=CC=CC=C1)OC(=O)Cl (benzylchloroformate). Run in C(Cl)Cl (CH2Cl2). Conditions: time 4 hour. Product: C(C1=CC=CC=C1)OC(=O)N1C(CCC1)CO (1-Benzyloxycarbonyl-2-pyrrolidinemethanol). RXN SMILES: [NH:1]1[CH2:5][CH2:4][CH2:3][CH:2]1[CH2:6][OH:7].C([O-])(O)=O.[Na+].[CH2:13]([O:20][C:21](Cl)=[O:22])[C:14]1[CH:19]=[CH:18][CH:17]=[CH:16][CH:15]=1>C(Cl)Cl>[CH2:13]([O:20][C:21]([N:1]1[CH2:5][CH2:4][CH2:3][CH:2]1[CH2:6][OH:7])=[O:22])[C:14]1[CH:19]=[CH:18][CH:17]=[CH:16][CH:15]=1 |f:1.2|. Procedure details: 2-Pyrrolidinemethanol (2 g, 20 mmol) was dissolved in CH2Cl2 (25 mL) followed by addition of saturated NaHCO3 (25 mL). To this vigorously stirred mixture was added benzylchloroformate via syringe slowly at 0° C. The reaction mixture was then stirred at room temperature for 4 h. The organic layer was separated and the aqueous layer was extracted with CH2Cl2 (3×80 mL). The combined organic layer was washed with brine, and dried (Na2SO4). Removal of the solvent provided 4.7 g of the title compound,... Reactants: C(C)OC(=O)C=1C(=C2C(=C(N1)Br)SN=C2C2=CC=C(C=C2)Cl)O (7-Bromo-3-(4-chloro-phenyl)-4-hydroxy-isothiazolo[5,4-c]pyridine-5-carboxylic acid ethyl ester), COC=1C=C(C=CC1)B(O)O (3-methoxyphenylboronic acid). The product is C(C)OC(=O)C=1C(=C2C(=C(N1)C1=CC(=CC=C1)OC)SN=C2C2=CC=C(C=C2)Cl)O (3-(4-Chloro-phenyl)-4-hydroxy-7-(3-methoxy-phenyl)-isothiazolo[5,4-c]pyridine-5-carboxylic acid ethyl ester). As a reaction SMILES: [CH2:1]([O:3][C:4]([C:6]1[C:7]([OH:23])=[C:8]2[C:15]([C:16]3[CH:21]=[CH:20][C:19]([Cl:22])=[CH:18][CH:17]=3)=[N:14][S:13][C:9]2=[C:10](Br)[N:11]=1)=[O:5])[CH3:2].[CH3:24][O:25][C:26]1[CH:27]=[C:28](B(O)O)[CH:29]=[CH:30][CH:31]=1>>[CH2:1]([O:3][C:4]([C:6]1[C:7]([OH:23])=[C:8]2[C:15]([C:16]3[CH:21]=[CH:20][C:19]([Cl:22])=[CH:18][CH:17]=3)=[N:14][S:13][C:9]2=[C:10]([C:30]2[CH:29]=[CH:28][CH:27]=[C:26]([O:25][CH3:24])[CH:31]=2)[N:11]=1)=[O:5])[CH3:2]. Procedure: The title compound was synthesized in analogy to Example 1 from 7-Bromo-3-(4-chloro-phenyl)-4-hydroxy-isothiazolo[5,4-c]pyridine-5-carboxylic acid ethyl ester and 3-methoxyphenylboronic acid: MS (m/z) 441.1 (M+1).